From a dataset of the Open Reaction Database (ORD), a public repository of structured organic reaction records. describe an organic reaction: reactants, conditions, products, and yield Reactants: BrC12CCC(CC1)(CC2)C=CC(=O)Cl (3-(4-bromo-bicyclo[2.2.2]oct-1-yl)-acryloyl chloride), COC(=O)C12CCC(CC1)(CC2)Br (4-bromo-bicyclo[2.2.2]octane-1-carboxylic acid methyl ester), CC1(CCOCC1)C=O (4-methyl-tetrahydro-pyran-4-carbaldehyde), [N+](=O)([O-])C=1C=C(C=CC1N)C1=C(C=CC=C1)C(F)(F)F (3-nitro-2′-trifluoromethyl-biphenyl-4-ylamine). The product is BrC12CCC(CC1)(CC2)/C=C/C2=NC1=C(N2)C=CC(=C1)C1=C(C=CC=C1)C(F)(F)F ((E)-2-[2-(4-Bromo-bicyclo[2.2.2]oct-1-yl)-vinyl]-5-(2-trifluoromethyl-phenyl)-1H-benzoimidazole). RXN SMILES: [Br:1][C:2]12[CH2:9][CH2:8][C:5]([CH:10]=[CH:11][C:12](Cl)=O)([CH2:6][CH2:7]1)[CH2:4][CH2:3]2.COC(C12CCC(Br)(CC1)CC2)=O.CC1(C=O)CCOCC1.[N+:37]([C:40]1[CH:41]=[C:42]([C:47]2[CH:52]=[CH:51][CH:50]=[CH:49][C:48]=2[C:53]([F:56])([F:55])[F:54])[CH:43]=[CH:44][C:45]=1[NH2:46])([O-])=O>>[Br:1][C:2]12[CH2:9][CH2:8][C:5](/[CH:10]=[CH:11]/[C:12]3[NH:46][C:45]4[CH:44]=[CH:43][C:42]([C:47]5[CH:52]=[CH:51][CH:50]=[CH:49][C:48]=5[C:53]([F:54])([F:55])[F:56])=[CH:41][C:40]=4[N:37]=3)([CH2:6][CH2:7]1)[CH2:4][CH2:3]2. Reported procedure: (E)-2-[2-(4-Bromo-bicyclo[2.2.2]oct-1-yl)-vinyl]-5-(2-trifluoromethyl-phenyl)-1H-benzoimidazole was prepared from 3-(4-bromo-bicyclo[2.2.2]oct-1-yl)-acryloyl chloride (prepared from 4-bromo-bicyclo[2.2.2]octane-1-carboxylic acid methyl ester utilizing a procedure analogues to the preparation of 4-methyl-tetrahydro-pyran-4-carbaldehyde in Example 9) and 3-nitro-2′-trifluoromethyl-biphenyl-4-ylamine (prepared as described in Example 3, STEP A) according to the procedure as described in Example 9, ... Starting materials: BrCC(COC1=CC=C2C=NN(C2=C1Br)C[C@H](C)O[Si](C)(C)C(C)(C)C)O (1-Bromo-3-[7-bromo-1-[(S)-2-(tert-butyl-dimethyl-silanyloxy)-propyl]-1H-indazol-6-yloxy]-propan-2-ol), C(=C)OCC (ethyl vinyl ether). The reagents and catalysts are C1(=CC=C(C=C1)S(=O)(=O)O)C (p-toluenesulfonic acid). The solvent is ClCCl (dichloromethane). Yields the product BrC=1C(=CC=C2C=NN(C12)C[C@H](C)O[Si](C)(C)C(C)(C)C)OCC(CBr)OC(C)OCC (7-Bromo-6-[3-bromo-2-(1-ethoxyethoxy)-propoxy]-1-[(S)-2-(tert-butyldimethyl-silanyloxy)-propyl]-1H-indazole). The yield is 85.1%. As a reaction SMILES: [Br:1][CH2:2][CH:3]([OH:27])[CH2:4][O:5][C:6]1[C:14]([Br:15])=[C:13]2[C:9]([CH:10]=[N:11][N:12]2[CH2:16][C@@H:17]([O:19][Si:20]([C:23]([CH3:26])([CH3:25])[CH3:24])([CH3:22])[CH3:21])[CH3:18])=[CH:8][CH:7]=1.[CH:28]([O:30][CH2:31][CH3:32])=[CH2:29]>ClCCl.C1(C)C=CC(S(O)(=O)=O)=CC=1>[Br:15][C:14]1[C:6]([O:5][CH2:4][CH:3]([O:27][CH:28]([O:30][CH2:31][CH3:32])[CH3:29])[CH2:2][Br:1])=[CH:7][CH:8]=[C:9]2[C:13]=1[N:12]([CH2:16][C@@H:17]([O:19][Si:20]([C:23]([CH3:26])([CH3:25])[CH3:24])([CH3:21])[CH3:22])[CH3:18])[N:11]=[CH:10]2. Reported procedure: To a solution of the product from Step E (1.85 g, 3.54 mmol) and p-toluenesulfonic acid (0.01 g) in dichloromethane (50 mL) at 0° C. was added ethyl vinyl ether (1 mL, 10.5 mmol). After 30 min the reaction was quenched with a saturated solution of sodium bicarbonate (50 mL) and extracted with EtOAc (3×80 mL). Evaporation and purification by chromatography (silica, 1% to 8% EtOAc/hexane) gave a viscous oil (1.79 g, 81%): LC/MS (+APCI) m/z 595 (M+H).